From a dataset of the Open Reaction Database (ORD), a public repository of structured organic reaction records. describe an organic reaction: reactants, conditions, products, and yield Starting materials: C12(CC3CC(CC(C1)C3)C2)C2=CC=C(OCC(=O)NC=3C=C(C(=O)O)C=CC3)C=C2 (3-[2-(4-adamantan-1-yl-phenoxy)-acetylamino]-benzoic acid), ClC1=CC=C(N)C=C1 (4-chloro aniline), CCN(C(C)C)C(C)C (DIPEA), C(CCl)Cl (EDC), C=1C=CC2=C(C1)N=NN2O (HOBt). The solvent is C(C)(=O)OCC (ethyl acetate), CN(C)C=O (DMF). Reaction conditions: time 16 hour. Product: ClC1=CC=C(C=C1)NC(C1=CC=CC=C1)=O (N-(4-chloro-phenyl)-benzamide). The yield is 132.1%. Reaction SMILES: C12(C3C=CC(OCC(N[C:20]4[CH:21]=[C:22]([CH:26]=[CH:27][CH:28]=4)[C:23](O)=[O:24])=O)=CC=3)CC3CC(CC(C3)C1)C2.[Cl:31][C:32]1[CH:38]=[CH:37][C:35]([NH2:36])=[CH:34][CH:33]=1.CCN(C(C)C)C(C)C.C(Cl)CCl.C1C=CC2N(O)N=NC=2C=1>CN(C=O)C.C(OCC)(=O)C>[Cl:31][C:32]1[CH:38]=[CH:37][C:35]([NH:36][C:23](=[O:24])[C:22]2[CH:26]=[CH:27][CH:28]=[CH:20][CH:21]=2)=[CH:34][CH:33]=1. Procedure details: To a solution of 3-[2-(4-adamantan-1-yl-phenoxy)-acetylamino]-benzoic acid (20 mg, 0.049 mmol), 4-chloro aniline (9.4 mg, 0.073 mmol) and DIPEA (9.56 mg, 0.073 mmol) in DMF (5 mL) was added EDC (14.18 mg, 0.073 mmol) and HOBt (9.99 mg, 0.073 mmol) at room temperature and continued stirring for 16 h at room temperature. Reaction mixture was diluted with ethyl acetate and sequentially washed with aqueous sodium bicarbonate, brine and water, and dried over MgSO4. The solvent was filtered and evapor...